From a dataset of the Open Reaction Database (ORD), a public repository of structured organic reaction records. describe an organic reaction: reactants, conditions, products, and yield Reactants: BrC1=C(N)C=CC(=C1)Cl (2-bromo-4-chloroaniline), BrC=1C=C(C=C2C=CNC12)C(F)(F)F (7-bromo-5-(trifluoromethyl)-1H-indole). The product is BrC=1C=C(C=C2C=CNC12)Cl (7-bromo-5-chloro-1H-indole). As a reaction SMILES: [Br:1][C:2]1[CH:8]=[C:7]([Cl:9])[CH:6]=[CH:5][C:3]=1[NH2:4].Br[C:11]1C=C(C(F)(F)F)C=C2[C:19]=1NC=C2>>[Br:1][C:2]1[CH:8]=[C:7]([Cl:9])[CH:6]=[C:5]2[C:3]=1[NH:4][CH:19]=[CH:11]2. Procedure: Made from 2-bromo-4-chloroaniline using the method for 7-bromo-5-(trifluoromethyl)-1H-indole. 1H-NMR (CDCl3, 400 MHz) δ 8.32 (bs, 1H), 7.55 (d, J=1.2 Hz, 1H), 7.55 (d, J=1.8 Hz, 1H), 7.27 (t, J=3.0 Hz, 1H), 6.56 (dd, J=3.3, 2.3 Hz, 1H). LC/MS (HPLC method 4): tR=3.07 min, 229.95(MH)+. Reactants: Oc1cccc(Br)c1, [Na+], O=[N+]([O-])[O-], O, O=S(=O)(O)O. The product is O=[N+]([O-])c1ccc(Br)cc1O. As a reaction SMILES: [Br:1][c:2]1[cH:3][c:4]([OH:8])[cH:5][cH:6][cH:7]1.[Na+:9].[O-:10][N+:11]([O-:12])=[O:13].[OH2:14].[S:15](=[O:16])(=[O:17])([OH:18])[OH:19]>>[Br:1][c:2]1[cH:3][c:4]([OH:8])[c:5]([N+:11](=[O:10])[O-:12])[cH:6][cH:7]1. The reactants are CCN(C(C)C)C(C)C, CCN=C=NCCCN(C)C, CS(=O)(=O)c1ccc(CN)cc1, CN(C)C=O, On1nnc2ccccc21, O=C(O)C1CCc2[nH]cnc2C1. The product is CS(=O)(=O)c1ccc(CNC(=O)C2CCc3[nH]cnc3C2)cc1. As a reaction SMILES: [CH2:46]([N:47]([CH:48]([CH3:49])[CH3:50])[CH:51]([CH3:52])[CH3:53])[CH3:54].[CH3:1][N:2]([CH3:3])[CH2:4][CH2:5][CH2:6][N:7]=[C:8]=[N:9][CH2:10][CH3:11].[CH3:34][S:35](=[O:36])(=[O:37])[c:38]1[cH:39][cH:40][c:41]([CH2:42][NH2:43])[cH:44][cH:45]1.[O:55]=[CH:56][N:57]([CH3:58])[CH3:59].[OH:24][n:25]1[c:26]2[cH:27][cH:28][cH:29][cH:30][c:31]2[n:32][n:33]1.[nH:12]1[cH:13][n:14][c:15]2[c:16]1[CH2:17][CH2:18][CH:19]([C:21](=[O:22])[OH:23])[CH2:20]2>>[nH:12]1[cH:13][n:14][c:15]2[c:16]1[CH2:17][CH2:18][CH:19]([C:21](=[O:23])[NH:43][CH2:42][c:41]1[cH:40][cH:39][c:38]([S:35]([CH3:34])(=[O:36])=[O:37])[cH:45][cH:44]1)[CH2:20]2. Reactants: N1CCCCC1 (piperidine), 26, IC1CN(C1)C(=O)OC(C)(C)C (tert-butyl 3-iodo-1-azetidinecarboxylate), C([O-])([O-])=O.[K+].[K+] (potassium carbonate), CN1C(CCC1)=O (1-methyl-2-pyrrolidinone). Conditions: temperature 80 celsius, time 48 hour. Product: N (ammonia), OC1(CCN(CC1)C1CN(C1)C(=O)OC(C)(C)C)C (tert-Butyl 3-(4-hydroxy-4-methyl-1-piperidinyl)-1-azetidinecarboxylate). RXN SMILES: [NH:1]1CCCC[CH2:2]1.I[CH:8]1[CH2:11][N:10]([C:12]([O:14][C:15]([CH3:18])([CH3:17])[CH3:16])=[O:13])[CH2:9]1.[C:19](=[O:22])([O-])[O-].[K+].[K+].C[N:26]1[CH2:30][CH2:29][CH2:28][C:27]1=O>>[NH3:1].[OH:22][C:19]1([CH3:2])[CH2:29][CH2:30][N:26]([CH:8]2[CH2:11][N:10]([C:12]([O:14][C:15]([CH3:18])([CH3:17])[CH3:16])=[O:13])[CH2:9]2)[CH2:27][CH2:28]1 |f:2.3.4|. Reported procedure: A mixture of the piperidine from preparation 26 (220 mg, 1.91 mmol), tert-butyl 3-iodo-1-azetidinecarboxylate (600 mg, 2.0 mmol) (EP 992493) and potassium carbonate (276 mg, 2.0 mmol) in 1-methyl-2-pyrrolidinone (10 ml) was stirred at 80° C. for 48 hours. The mixture was partitioned between water and ethyl acetate, and the layers separated. The organic phase was washed with water, then brine, dried (Na2SO4), and evaporated under reduced pressure. The crude product was purified by column chromato... Procedure details: A mixture of 2-(1,1-dioxo-1λ6-thiomorpholin-4-yl)-4-p-tolyl-6,7,8,9-tetrahydro-5H-pyrimido[4,5-d]azepine (0.060 g, 0.00016 mol), iodomethane (0.015 mL, 0.00016 mol) and N-ethyl-N-(1-methylethyl)-2-propanamine (0.056 mL, 0.00032 mol) in DCM (2 mL) was stirred at rt for 3 h. The mixture was diluted with DCM and washed with water (3×) and satd. aq. NaCl. The separated organic layer was dried and concentrated. The residue was purified by FCC [7 N NH3/MeOH)/DCM] to give 0.010 g (16%) of the title com... Product: O=S1(CCN(CC1)C=1N=C(C2=C(CCN(CC2)C)N1)C1=CC=C(C=C1)C)=O (2-(1,1-Dioxo-1λ6-thiomorpholin-4-yl)-7-methyl-4-p-tolyl-6,7,8,9-tetrahydro-5H-pyrimido[4,5-d]azepine). Reaction SMILES: [O:1]=[S:2]1(=[O:26])[CH2:7][CH2:6][N:5]([C:8]2[N:9]=[C:10]([C:19]3[CH:24]=[CH:23][C:22]([CH3:25])=[CH:21][CH:20]=3)[C:11]3[CH2:17][CH2:16][NH:15][CH2:14][CH2:13][C:12]=3[N:18]=2)[CH2:4][CH2:3]1.IC.[CH2:29](N(C(C)C)C(C)C)C>C(Cl)Cl>[O:26]=[S:2]1(=[O:1])[CH2:3][CH2:4][N:5]([C:8]2[N:9]=[C:10]([C:19]3[CH:24]=[CH:23][C:22]([CH3:25])=[CH:21][CH:20]=3)[C:11]3[CH2:17][CH2:16][N:15]([CH3:29])[CH2:14][CH2:13][C:12]=3[N:18]=2)[CH2:6][CH2:7]1. Reaction conditions: time 3 hour. Yield: 16.2%. Run in C(Cl)Cl (DCM), C(Cl)Cl (DCM). Reactants: O=S1(CCN(CC1)C=1N=C(C2=C(CCNCC2)N1)C1=CC=C(C=C1)C)=O (2-(1,1-dioxo-1λ6-thiomorpholin-4-yl)-4-p-tolyl-6,7,8,9-tetrahydro-5H-pyrimido[4,5-d]azepine), IC (iodomethane), C(C)N(C(C)C)C(C)C (N-ethyl-N-(1-methylethyl)-2-propanamine). Reaction SMILES: [CH3:55][N:56]([c:57]1[cH:58][cH:59][n:60][cH:61][cH:62]1)[CH3:63].[CH:1]1([n:7]2[c:8](-[c:21]3[cH:22][c:23]4[cH:24][cH:25][c:26]([C:31](=[O:32])[OH:33])[n:27][c:28]4[cH:29][cH:30]3)[n:9][c:10]3[c:11]2[cH:12][cH:13][c:14]([C:16](=[O:17])[O:18][CH2:19][CH3:20])[cH:15]3)[CH2:2][CH2:3][CH2:4][CH2:5][CH2:6]1.[Cl:64][CH2:65][Cl:66].[NH2:34][CH:35]([CH3:36])[C:37](=[O:38])[NH2:39].[O:40]=[S:41](=[O:42])([OH:43])[CH2:44][C:45]12[CH2:46][CH2:47][CH:48]([C:49]1([CH3:50])[CH3:51])[CH2:52][C:53]2=[O:54]>>[CH:1]1([n:7]2[c:8](-[c:21]3[cH:22][c:23]4[cH:24][cH:25][c:26]([C:31](=[O:33])[NH:34][CH:35]([CH3:36])[C:37](=[O:38])[NH2:39])[n:27][c:28]4[cH:29][cH:30]3)[n:9][c:10]3[c:11]2[cH:12][cH:13][c:14]([C:16](=[O:17])[O:18][CH2:19][CH3:20])[cH:15]3)[CH2:2][CH2:3][CH2:4][CH2:5][CH2:6]1. Starting materials: CN(C)c1ccncc1, CCOC(=O)c1ccc2c(c1)nc(-c1ccc3nc(C(=O)O)ccc3c1)n2C1CCCCC1, ClCCl, CC(N)C(N)=O, CC1(C)C2CCC1(CS(=O)(=O)O)C(=O)C2. The product is CCOC(=O)c1ccc2c(c1)nc(-c1ccc3nc(C(=O)NC(C)C(N)=O)ccc3c1)n2C1CCCCC1.